Dataset: the Open Reaction Database (ORD), a public repository of structured organic reaction records. Task: describe an organic reaction: reactants, conditions, products, and yield The reactants are CCOC(=O)CN(C)C(=O)c1ccc2c(c1)OCO2, CC(C)C[Al+]CC(C)C, [Cl-], [H-], [NH4+], C1CCOC1. RXN SMILES: [CH2:1]([O:3][C:4](=[O:2])[CH2:5][N:6]([CH3:7])[C:8]([c:9]1[cH:10][c:11]2[c:12]([cH:13][cH:14]1)[O:15][CH2:16][O:17]2)=[O:18])[CH3:19].[CH2:21]([Al+:22][CH2:23][CH:24]([CH3:25])[CH3:26])[CH:27]([CH3:28])[CH3:29].[Cl-:30].[H-:20].[NH4+:31].[O:32]1[CH2:33][CH2:34][CH2:35][CH2:36]1>>[O:3]=[CH:4][CH2:5][N:6]([CH3:7])[C:8]([c:9]1[cH:10][c:11]2[c:12]([cH:13][cH:14]1)[O:15][CH2:16][O:17]2)=[O:18]. Yields the product CN(CC=O)C(=O)c1ccc2c(c1)OCO2. As a reaction SMILES: S(Cl)(Cl)=O.[Br:5][C:6]1[CH:14]=[C:10]([C:11]([OH:13])=[O:12])[C:9]([OH:15])=[CH:8][CH:7]=1.[C:16]1(O)[CH:21]=[CH:20][CH:19]=[CH:18][CH:17]=1>C1C=CC=CC=1>[Br:5][C:6]1[CH:14]=[C:10]([C:11]([O:13][C:16]2[CH:21]=[CH:20][CH:19]=[CH:18][CH:17]=2)=[O:12])[C:9]([OH:15])=[CH:8][CH:7]=1. Starting materials: S(=O)(Cl)Cl (thionyl chloride), BrC1=CC=C(C(C(=O)O)=C1)O (5-bromosalicyclic acid), C1(=CC=CC=C1)O (phenol). Procedure: 80 ml of thionyl chloride was gradually added to a benzene suspension of 217 g of 5-bromosalicyclic acid and 113 g of phenol, followed by refluxing for ten hours under heating. After distilling off the benzene, ice-water was added to the residue, and the precipitate formed was collected by filtration, followed by drying. Yield: 210 g. Solvent: C1=CC=CC=C1 (benzene). Product: BrC1=CC=C(C(C(=O)OC2=CC=CC=C2)=C1)O (Phenyl 5-Bromosalicylate). Reactants: solution, ClC=1C=C(C(C(=O)O)=CC1)N (4-chloroanthranilic acid), C(=O)(Cl)Cl (phosgene). Solvent: C1(=CC=CC=C1)C (toluene), O1CCOCC1 (1,4-dioxane). Reaction conditions: time 8 hour. Yields the product ClC=1C=C2C(C(=O)OC(N2)=O)=CC1 (4-chloroisatoic anhydride). Yield: 76.2%. As a reaction SMILES: [Cl:1][C:2]1[CH:3]=[C:4]([NH2:11])[C:5](=[CH:9][CH:10]=1)[C:6]([OH:8])=[O:7].[C:12](Cl)(Cl)=[O:13]>O1CCOCC1.C1(C)C=CC=CC=1>[Cl:1][C:2]1[CH:3]=[C:4]2[NH:11][C:12](=[O:13])[O:8][C:6](=[O:7])[C:5]2=[CH:9][CH:10]=1. Reported procedure: To a mixture of 10.0 g (58.0 mmol) of 4-chloroanthranilic acid in 100 mL of 1,4-dioxane was slowly added 100 mL (193 mmol) of a 1.93 molar solution of phosgene in toluene, at room temperature. The mixture was stirred overnight. The mixture was concentrated to yield a residue which was triturated with ethyl acetate-hexane (1:4), filtered, washed with hexane and dried to afford 8.78 g (76.2%) of the 4-chloroisatoic anhydride as a light brown solid. MS (Cl mode) m/z 198 (M+H, 100%), Cl pattern 200,... Starting materials: C(C1=CC=CC=C1)N1CCC(CC1)NC1CC2=CC(=CC=C2CC1)OC ((1-Benzyl-piperidin-4-yl)-(7-methoxy-1,2,3,4-tetrahydro-naphthalen-2-yl)-amine), C(CC)=O (propionaldehyde), C(C)(=O)O[BH-](OC(C)=O)OC(C)=O.[Na+] (sodium triacetoxyborohydride). The solvent is ClC(C)Cl (dichloroethane). Conditions: time 24 hour. The product is C(C1=CC=CC=C1)N1CCC(CC1)N(CCC)C1CC2=CC(=CC=C2CC1)OC ((1-benzyl-piperidin-4-yl)-(7-methoxy-1,2,3,4-tetrahydro-naphthalen-2-yl)-propyl-amine). Reaction SMILES: [CH2:1]([N:8]1[CH2:13][CH2:12][CH:11]([NH:14][CH:15]2[CH2:24][CH2:23][C:22]3[C:17](=[CH:18][C:19]([O:25][CH3:26])=[CH:20][CH:21]=3)[CH2:16]2)[CH2:10][CH2:9]1)[C:2]1[CH:7]=[CH:6][CH:5]=[CH:4][CH:3]=1.[CH:27](=O)[CH2:28][CH3:29].C(O[BH-](OC(=O)C)OC(=O)C)(=O)C.[Na+]>ClC(Cl)C>[CH2:1]([N:8]1[CH2:13][CH2:12][CH:11]([N:14]([CH:15]2[CH2:24][CH2:23][C:22]3[C:17](=[CH:18][C:19]([O:25][CH3:26])=[CH:20][CH:21]=3)[CH2:16]2)[CH2:27][CH2:28][CH3:29])[CH2:10][CH2:9]1)[C:2]1[CH:3]=[CH:4][CH:5]=[CH:6][CH:7]=1 |f:2.3|. Procedure details: To a solution of (1-benzyl-piperidin-4-yl)-(7-methoxy-1,2,3,4-tetrahydro-naphthalen-2-yl)-amine from Step 1 and propionaldehyde (4.5 mL, 62.4 mmol) in dichloroethane (200 mL) under a nitrogen atmosphere was added sodium triacetoxyborohydride (24 g, 0.113 mol, 2 eq.) in a single portion. The reaction was stirred at room temperature for 24 h then concentrated in vacuo. The residue was partitioned between EtOAc (75 mL) and 5% aq. KOH (50 mL). The aqueous phase was extracted twice more with EtOAc (2... Starting materials: CO, O=S(=O)(Cl)c1cc(F)c(F)cc1F, [Na+], [Na+], [Na+], [OH-], O, O=S([O-])[O-], O=S(=O)(O)O. Yields the product O=S(O)c1cc(F)c(F)cc1F. Reaction SMILES: [CH3:28][OH:29].[F:1][c:2]1[c:3]([S:10](=[O:11])(=[O:12])[Cl:13])[cH:4][c:5]([F:9])[c:6]([F:8])[cH:7]1.[Na+:18].[Na+:19].[Na+:21].[OH-:20].[OH2:27].[S:14]([O-:15])([O-:16])=[O:17].[S:22](=[O:23])(=[O:24])([OH:25])[OH:26]>>[F:1][c:2]1[c:3]([S:10](=[O:11])[OH:12])[cH:4][c:5]([F:9])[c:6]([F:8])[cH:7]1. Starting materials: CC(O)c1c(-c2ccccc2)c2cc(Br)ccc2c(=O)n1Cc1ccccc1, C1CCOC1. Product: CC(=O)c1c(-c2ccccc2)c2cc(Br)ccc2c(=O)n1Cc1ccccc1. RXN SMILES: [CH2:1]([c:2]1[cH:3][cH:4][cH:5][cH:6][cH:7]1)[n:8]1[c:9](=[O:28])[c:10]2[cH:11][cH:12][c:13]([Br:27])[cH:14][c:15]2[c:16](-[c:21]2[cH:22][cH:23][cH:24][cH:25][cH:26]2)[c:17]1[CH:18]([CH3:19])[OH:20].[CH2:29]1[O:30][CH2:31][CH2:32][CH2:33]1>>[CH2:1]([c:2]1[cH:3][cH:4][cH:5][cH:6][cH:7]1)[n:8]1[c:9](=[O:28])[c:10]2[cH:11][cH:12][c:13]([Br:27])[cH:14][c:15]2[c:16](-[c:21]2[cH:22][cH:23][cH:24][cH:25][cH:26]2)[c:17]1[C:18]([CH3:19])=[O:20]. Reactants: CN1C(CC[C@@]2(C3=C(CC[C@@H]12)C=C(C=C3)S)C)=O ((+)-(4aR)-(10bR)-4-methyl-8-mercapto-10b-methyl-1,2,3,4,4a,-5,6,10b-octahydrobenzo[f]quinolin-3-one), C([O-])([O-])=O.[K+].[K+] (potassium carbonate), ClC1=NC2=C(C=CC=C2C=C1)F (2-chloro-8-fluoroquinoline), CN(C=O)C (dimethylformamide). Run in C(C)(=O)OCC (ethyl acetate). Yields the product CN1C(CC[C@@]2(C3=C(CC[C@@H]12)C=C(C=C3)SC3=NC1=C(C=CC=C1C=C3)F)C)=O ((+)-(4aR)-(10bR)-4-methyl-8-(8-fluoro-2-quinolinylthio)-10b-methyl-1,2,3,4,4a,5,6,10b-octahydrobenzo[f]quinolin-3-one). Yield: 50.5%. RXN SMILES: [CH3:1][N:2]1[C@H:11]2[C@@:6]([CH3:17])([C:7]3[CH:15]=[CH:14][C:13]([SH:16])=[CH:12][C:8]=3[CH2:9][CH2:10]2)[CH2:5][CH2:4][C:3]1=[O:18].C(=O)([O-])[O-].[K+].[K+].Cl[C:26]1[CH:35]=[CH:34][C:33]2[C:28](=[C:29]([F:36])[CH:30]=[CH:31][CH:32]=2)[N:27]=1.CN(C)C=O>C(OCC)(=O)C>[CH3:1][N:2]1[C@H:11]2[C@@:6]([CH3:17])([C:7]3[CH:15]=[CH:14][C:13]([S:16][C:26]4[CH:35]=[CH:34][C:33]5[C:28](=[C:29]([F:36])[CH:30]=[CH:31][CH:32]=5)[N:27]=4)=[CH:12][C:8]=3[CH2:9][CH2:10]2)[CH2:5][CH2:4][C:3]1=[O:18] |f:1.2.3|. Reported procedure: A 15 mL round bottom flask was charged with (+)-(4aR)-(10bR)-4-methyl-8-mercapto-10b-methyl-1,2,3,4,4a,-5,6,10b-octahydrobenzo[f]quinolin-3-one (100 mg, 0.38 mmol), potassium carbonate (158 mg, 1.14 mmol), 2-chloro-8-fluoroquinoline (84 mg, 0.46 mmol) and 1.5 mL of anhydrous dimethylformamide, fitted with a reflux condenser, and the stirred mixture was heated at 60°, under nitrogen, for 18 h. The mixture was cooled, diluted with ethyl acetate (75 mL) and washed with brine (2×25 mL). The combined... The solvent is C1(=CC=CC=C1)C (toluene), C1CCOC1 (THF), C([O-])(O)=O.[Na+] (sodium bicarbonate). Yield: 69.5%. Reaction SMILES: [NH:1]1[C:5]2[CH:6]=[CH:7][CH:8]=[CH:9][C:4]=2[N:3]=[C:2]1[C:10]([N:12]([CH2:34][CH:35]([CH3:37])[CH3:36])[C@H:13]1[CH2:18][C@@H:17]([C:19]([N:21]2[CH2:26][CH2:25][O:24][CH2:23][CH2:22]2)=[O:20])[CH2:16][N:15]([C:27]([O:29][C:30]([CH3:33])([CH3:32])[CH3:31])=[O:28])[CH2:14]1)=[O:11].[CH2:38](O)[CH2:39][CH2:40][CH2:41][CH2:42][OH:43].C1(P(C2C=CC=CC=2)C2C=CC=CC=2)C=CC=CC=1.N(C(OC(C)C)=O)=NC(OC(C)C)=O>C1(C)C=CC=CC=1.C(=O)(O)[O-].[Na+].C1COCC1>[OH:43][CH2:42][CH2:41][CH2:40][CH2:39][CH2:38][N:1]1[C:5]2[CH:6]=[CH:7][CH:8]=[CH:9][C:4]=2[N:3]=[C:2]1[C:10]([N:12]([CH2:34][CH:35]([CH3:37])[CH3:36])[C@H:13]1[CH2:18][C@@H:17]([C:19]([N:21]2[CH2:22][CH2:23][O:24][CH2:25][CH2:26]2)=[O:20])[CH2:16][N:15]([C:27]([O:29][C:30]([CH3:31])([CH3:32])[CH3:33])=[O:28])[CH2:14]1)=[O:11] |f:5.6|. Reaction conditions: time 15 hour. Procedure: To a mixed solution of tert-butyl(3S, 5R)-3-[(1H-benzimidazol-2-ylcarbonyl)(2-methylpropyl)amino]-5-(morpholin-4-ylcarbonyl)piperidine-1-carboxylate (308 mg), pentane-1,5-diol (1.25 g) and triphenylphosphine (472 mg) in toluene (10 ml)-THF (10 ml) was added diisopropyl azodicarboxylate (910 μl) at room temperature, and the mixture was stirred at the same temperature for 15 hr. The reaction mixture was diluted with aqueous sodium bicarbonate, and the mixture was extracted with ethyl acetate. The ... Reactants: N1C(=NC2=C1C=CC=C2)C(=O)N([C@@H]2CN(C[C@@H](C2)C(=O)N2CCOCC2)C(=O)OC(C)(C)C)CC(C)C (tert-butyl(3S, 5R)-3-[(1H-benzimidazol-2-ylcarbonyl)(2-methylpropyl)amino]-5-(morpholin-4-ylcarbonyl)piperidine-1-carboxylate), C(CCCCO)O (pentane-1,5-diol), C1(=CC=CC=C1)P(C1=CC=CC=C1)C1=CC=CC=C1 (triphenylphosphine), N(=NC(=O)OC(C)C)C(=O)OC(C)C (diisopropyl azodicarboxylate). Product: OCCCCCN1C(=NC2=C1C=CC=C2)C(=O)N([C@@H]2CN(C[C@@H](C2)C(=O)N2CCOCC2)C(=O)OC(C)(C)C)CC(C)C (tert-butyl(3S, 5R)-3-[{[1-(5-hydroxypentyl)-1H-benzimidazol-2-yl]carbonyl}(2-methylpropyl)amino]-5-(morpholin-4-ylcarbonyl)piperidine-1-carboxylate).